Dataset: the Open Reaction Database (ORD), a public repository of structured organic reaction records. Task: describe an organic reaction: reactants, conditions, products, and yield The reactants are CN1CCCN(C)C1=O, CN1CCCN(C)C1=O, COC(=O)Cc1cccc([N+](=O)[O-])c1, CC(C)[N-]C(C)C, ICC1CCCC1, [Li+], C1CCOC1. RXN SMILES: [CH3:30][N:31]1[CH2:32][CH2:33][CH2:34][N:35]([CH3:36])[C:37]1=[O:38].[CH3:44][N:45]1[CH2:46][CH2:47][CH2:48][N:49]([CH3:50])[C:51]1=[O:52].[CH3:9][O:10][C:11]([CH2:12][c:13]1[cH:14][c:15]([N+:19](=[O:20])[O-:21])[cH:16][cH:17][cH:18]1)=[O:22].[CH:1]([N-:2][CH:3]([CH3:4])[CH3:5])([CH3:6])[CH3:7].[I:23][CH2:24][CH:25]1[CH2:26][CH2:27][CH2:28][CH2:29]1.[Li+:8].[O:39]1[CH2:40][CH2:41][CH2:42][CH2:43]1>>[CH3:9][O:10][C:11]([CH:12]([c:13]1[cH:14][c:15]([N+:19](=[O:20])[O-:21])[cH:16][cH:17][cH:18]1)[CH2:24][CH:25]1[CH2:26][CH2:27][CH2:28][CH2:29]1)=[O:22]. Product: COC(=O)C(CC1CCCC1)c1cccc([N+](=O)[O-])c1. Product: CN(CCOc1cccc2c(S(=O)(=O)c3ccccc3F)cn(C)c12)C(=O)OC(C)(C)C. Reactants: CN(CCOc1cccc2c(S(=O)(=O)c3ccccc3F)c[nH]c12)C(=O)OC(C)(C)C, CI, CN(C)C=O, [H-], [Na+]. RXN SMILES: [C:1]([CH3:2])([CH3:3])([CH3:4])[O:5][C:6]([N:7]([CH3:8])[CH2:9][CH2:10][O:11][c:12]1[cH:13][cH:14][cH:15][c:16]2[c:17]([S:21](=[O:22])(=[O:23])[c:24]3[c:25]([F:30])[cH:26][cH:27][cH:28][cH:29]3)[cH:18][nH:19][c:20]12)=[O:31].[CH3:34][I:35].[CH3:36][N:37]([CH3:38])[CH:39]=[O:40].[H-:32].[Na+:33]>>[C:1]([CH3:2])([CH3:3])([CH3:4])[O:5][C:6]([N:7]([CH3:8])[CH2:9][CH2:10][O:11][c:12]1[cH:13][cH:14][cH:15][c:16]2[c:17]([S:21](=[O:22])(=[O:23])[c:24]3[c:25]([F:30])[cH:26][cH:27][cH:28][cH:29]3)[cH:18][n:19]([CH3:34])[c:20]12)=[O:31]. Reactants: C1CCOC1, CC(C)(C)[O-], COC(=O)CCC(C(N)=O)N1Cc2c(OCC3CCC(C)CC3)cccc2C1=O, [K+]. Yields the product CC1CCC(COc2cccc3c2CN(C2CCC(=O)NC2=O)C3=O)CC1. RXN SMILES: [CH2:36]1[O:37][CH2:38][CH2:39][CH2:40]1.[CH3:1][C:2]([CH3:3])([O-:4])[CH3:5].[CH3:7][O:8][C:9]([CH2:10][CH2:11][CH:12]([N:13]1[C:14](=[O:31])[c:15]2[cH:16][cH:17][cH:18][c:19]([O:22][CH2:23][CH:24]3[CH2:25][CH2:26][CH:27]([CH3:30])[CH2:28][CH2:29]3)[c:20]2[CH2:21]1)[C:32]([NH2:33])=[O:34])=[O:35].[K+:6]>>[O:8]=[C:9]1[CH2:10][CH2:11][CH:12]([N:13]2[C:14](=[O:31])[c:15]3[cH:16][cH:17][cH:18][c:19]([O:22][CH2:23][CH:24]4[CH2:25][CH2:26][CH:27]([CH3:30])[CH2:28][CH2:29]4)[c:20]3[CH2:21]2)[C:32](=[O:34])[NH:33]1. Reactants: [N+](#[C-])CC(=O)N1CC=CC1 (2-Isocyano-1-(2H-pyrrol-1 (5H)-yl)ethanone), [OH-].[K+] (KOH), ClC1=NC=CC(=C1)C=O (2-chloropyridine-4-carbaldehyde), ClC1=NC=CC(=C1)C=O (2-Chloropyridine-4-carbaldehyde), [N+](#[C-])CC(=O)N1CC=CC1 (2-Isocyano-1-(2H-pyrrol-1(5H)-yl)ethanone). Run in CO (methanol). Conditions: time 2 hour. Product: ClC1=NC=CC(=C1)[C@H]1[C@@H](N=CO1)C(=O)N1CC=CC1 (trans-(5-(2-chloropyridin-4-yl)-4,5-dihydrooxazol-4-yl)(2H-pyrrol-1(5H)-yl)methanone), solid. Yield: 84.0%. RXN SMILES: [Cl:1][C:2]1[CH:7]=[C:6]([CH:8]=[O:9])[CH:5]=[CH:4][N:3]=1.[OH-].[K+].[N+:12]([CH2:14][C:15]([N:17]1[CH2:21][CH:20]=[CH:19][CH2:18]1)=[O:16])#[C-:13]>CO>[Cl:1][C:2]1[CH:7]=[C:6]([C@@H:8]2[O:9][CH:13]=[N:12][C@H:14]2[C:15]([N:17]2[CH2:21][CH:20]=[CH:19][CH2:18]2)=[O:16])[CH:5]=[CH:4][N:3]=1 |f:1.2|. Procedure: SLA 07158 was prepared in accordance with method D using 2-chloropyridine-4-carbaldehyde SLA 07156 (0.47 g, 3.31 mmol), KOH (0.184 g, 3.33 mmol) in methanol (10 mL) and 2-Isocyano-1-(2H-pyrrol-1 (5H)-yl)ethanone SLA 07178 (0.410 g, 3.01 mmol). The solution was stirred 2 h with continued cooling. After work-up and column chromatography on florisil (EtOAc), trans-(5-(2-chloropyridin-4-yl)-4,5-dihydrooxazol-4-yl)(2H-pyrrol-1(5H)-yl)methanone SLA 07158 was obtained as a yellow solid (0.597 g, 84%). The reactants are CN1C2=CC[C@H]3[C@@H]4CC[C@@H]([C@@]4(C)CC[C@@H]3[C@]2(CCC1=O)C)C(=O)O (4-methyl-3-oxo-4-azaandrost-5-ene-17β-carboxylic acid), CC(C)(C1=CC=CC=C1)N (1-methyl-1-phenylethylamine). The product is CC(C)(C1=CC=CC=C1)NC(=O)[C@@H]1[C@]2(C)[C@@H](CC1)[C@@H]1CC=C3N(C(CC[C@]3(C)[C@H]1CC2)=O)C (N-(1-Methyl-1-phenylethyl)-4-methyl-3-oxo-4-aza-androst-5-ene-17β-carboxamide). Yield: 70.0%. As a reaction SMILES: [CH3:1][N:2]1[C:19](=[O:20])[CH2:18][CH2:17][C@@:16]2([CH3:21])[C:3]1=[CH:4][CH2:5][C@@H:6]1[C@@H:15]2[CH2:14][CH2:13][C@@:11]2([CH3:12])[C@H:7]1[CH2:8][CH2:9][C@@H:10]2[C:22](O)=[O:23].[CH3:25][C:26]([NH2:34])([C:28]1[CH:33]=[CH:32][CH:31]=[CH:30][CH:29]=1)[CH3:27]>>[CH3:25][C:26]([NH:34][C:22]([C@H:10]1[CH2:9][CH2:8][C@H:7]2[C@H:6]3[C@H:15]([CH2:14][CH2:13][C@:11]12[CH3:12])[C@:16]1([CH3:21])[C:3]([N:2]([CH3:1])[C:19](=[O:20])[CH2:18][CH2:17]1)=[CH:4][CH2:5]3)=[O:23])([C:28]1[CH:33]=[CH:32][CH:31]=[CH:30][CH:29]=1)[CH3:27]. Procedure: The title compound was prepared in a yield of 70% in a similar manner to that described in Example 37 by reacting 4-methyl-3-oxo-4-azaandrost-5-ene-17β-carboxylic acid (prepared as described in Preparation 5) and 1-methyl-1-phenylethylamine. Starting materials: N(S(F)(F)F)(CCOC)CCOC, C1[C@H]([C@H]2[C@@H]([C@@]1(COC(=O)C)O)OC(O2)(C)C)N1C(c2c(C1=O)cccc2)=O. The reagents and catalysts are c1ccc(cc1)-c2c3ccccc3cc4ccccc24 (9-Phenylanthracene). Solvent: C1CCOC1 (THF). Reaction conditions: temperature 25 celsius, time 18 hour. The product is CC(=O)OC[C@@]1(F)C[C@H]([C@@H]2OC(C)(C)O[C@H]12)N3C(=O)c4ccccc4C3=O. As a reaction SMILES: [CH3:1][C:2]([O:4][CH2:5][C@:6]1([C@H:15]([C@@H:9]2[C@H:8]([N:16]3[C:25](=[O:26])[c:24]([c:19]4[C:17]3=[O:18])[cH:23][cH:22][cH:21][cH:20]4)[CH2:7]1)[O:14][C:11]([CH3:13])([CH3:12])[O:10]2)O)=[O:3].COCCN(S(F)(F)[F:27])CCOC>>[CH3:1][C:2]([O:4][CH2:5][C@@:6]1([C@H:15]([C@@H:9]2[C@H:8]([N:16]3[C:25](=[O:26])[c:24]([c:19]4[C:17]3=[O:18])[cH:23][cH:22][cH:21][cH:20]4)[CH2:7]1)[O:14][C:11]([CH3:13])([CH3:12])[O:10]2)[F:27])=[O:3].